Dataset: the Open Reaction Database (ORD), a public repository of structured organic reaction records. Task: describe an organic reaction: reactants, conditions, products, and yield Starting materials: CC(C)(C)S(=O)N=Cc1cncc(Br)c1, CCC[Mg+], C1CCOC1, [Cl-]. The product is CCCC(NS(=O)C(C)(C)C)c1cncc(Br)c1. RXN SMILES: [Br:1][c:2]1[cH:3][c:4]([CH:8]=[N:9][S:10](=[O:11])[C:12]([CH3:13])([CH3:14])[CH3:15])[cH:5][n:6][cH:7]1.[CH2:17]([CH2:18][CH3:19])[Mg+:20].[CH2:21]1[O:22][CH2:23][CH2:24][CH2:25]1.[Cl-:16]>>[Br:1][c:2]1[cH:3][c:4]([CH:8]([NH:9][S:10](=[O:11])[C:12]([CH3:13])([CH3:14])[CH3:15])[CH2:17][CH2:18][CH3:19])[cH:5][n:6][cH:7]1. The reactants are C1(=CC=C(C=C1)C(CN1N=CN=C1)=O)C1=CC=CC=C1 (1-[1,1'biphenyl]-4-yl-2-(1H-1,2,4-triazol-1-yl)ethanone), C1(=CC=C(C=C1)S(=O)(=O)O)C (p-toluenesulfonic acid), SCCO (2-mercaptoethanol). Solvent: C1(=CC=CC=C1)C (toluene), C(CCC)O (1-butanol). Product: C1(=CC=C(C=C1)C1(OCCS1)CN1N=CN=C1)C1=CC=CC=C1 (1-[(2-[1,1'-biphenyl]-4-yl-1,3-oxathiolan-2-yl)methyl]-1H-1,2,4-triazole). The yield is 41.6%. As a reaction SMILES: [C:1]1([C:15]2[CH:20]=[CH:19][CH:18]=[CH:17][CH:16]=2)[CH:6]=[CH:5][C:4]([C:7](=[O:14])[CH2:8][N:9]2[CH:13]=[N:12][CH:11]=[N:10]2)=[CH:3][CH:2]=1.[SH:21][CH2:22][CH2:23]O.C1(C)C=CC(S(O)(=O)=O)=CC=1>C1(C)C=CC=CC=1.C(O)CCC>[C:1]1([C:15]2[CH:20]=[CH:19][CH:18]=[CH:17][CH:16]=2)[CH:2]=[CH:3][C:4]([C:7]2([CH2:8][N:9]3[CH:13]=[N:12][CH:11]=[N:10]3)[S:21][CH2:22][CH2:23][O:14]2)=[CH:5][CH:6]=1. Procedure: To a slurry of 13.1 g of 1-[1,1'biphenyl]-4-yl-2-(1H-1,2,4-triazol-1-yl)ethanone in 175 ml dry toluene and 70 ml 1-butanol was added, with stirring, 7.8 g 2-mercaptoethanol and 12.3 g p-toluenesulfonic acid. The resultant thickened slurry was refluxed under a Dean-Stark [trademark] trap for 72 hours. At this point, no further water was collected. After the reaction was allowed to cool, the solid was filtered out, slurried in dichloromethane and shaken with 10% aqueous sodium hydroxide and once w... Starting materials: C/C(=C/C(=O)O[C@H]1C[C@@](O[C@@H](C1)CCCC=C)([C@H]1N(C(SC1)=O)CC1=CC=C(C=C1)OC)OC)/CCC=C ((Z)-((2R,4R,6R)-2-methoxy-2-((R)-3-(4-methoxybenzyl)-2-oxothiazolidin-4-yl)-6-(pent-4-enyl)-tetrahydro-2H-pyran-4-yl) 3-methylhepta-2,6-dienoate), CO[C@]1(O[C@@H]2CCCC=CCC\C(=C/C(O[C@@H](C1)C2)=O)\C)[C@H]2N(C(SC2)=O)CC2=CC=C(C=C2)OC ((R)-4-((1R,4Z,13R,15R)-15-methoxy-5-methyl-3-oxo-2,14-dioxa-bicyclo[11.3.1]heptadeca-4,8-dien-15-yl)-3-(4-methoxybenzyl)thiazolidin-2-one). The product is C/C(=C/C(=O)O[C@H]1C[C@@](O[C@@H](C1)CCCCC)([C@H]1N(C(SC1)=O)CC1=CC=C(C=C1)OC)OC)/CCCC ((Z)-((2R,4R,6R)-2-Methoxy-2-((R)-3-(4-methoxybenzyl)-2-oxothiazolidin-4-yl)-6-pentyl-tetrahydro-2H-pyran-4-yl) 3-Methylhept-2-enoate). RXN SMILES: [CH3:1]/[C:2](/[CH2:35][CH2:36][CH:37]=[CH2:38])=[CH:3]/[C:4]([O:6][C@@H:7]1[CH2:12][C@@H:11]([CH2:13][CH2:14][CH2:15][CH:16]=[CH2:17])[O:10][C@@:9]([O:33][CH3:34])([C@@H:18]2[CH2:22][S:21][C:20](=[O:23])[N:19]2[CH2:24][C:25]2[CH:30]=[CH:29][C:28]([O:31][CH3:32])=[CH:27][CH:26]=2)[CH2:8]1)=[O:5].CO[C@]1([C@@H]2CSC(=O)N2CC2C=CC(OC)=CC=2)C[C@H]2C[C@@H](CCCC=CCCC(C)=CC(=O)O2)O1>>[CH3:1]/[C:2](/[CH2:35][CH2:36][CH2:37][CH3:38])=[CH:3]/[C:4]([O:6][C@@H:7]1[CH2:12][C@@H:11]([CH2:13][CH2:14][CH2:15][CH2:16][CH3:17])[O:10][C@@:9]([O:33][CH3:34])([C@@H:18]2[CH2:22][S:21][C:20](=[O:23])[N:19]2[CH2:24][C:25]2[CH:30]=[CH:29][C:28]([O:31][CH3:32])=[CH:27][CH:26]=2)[CH2:8]1)=[O:5]. Reported procedure: Application of the method shown in Example 41, with the modification that (Z)-((2R,4R,6R)-2-methoxy-2-((R)-3-(4-methoxybenzyl)-2-oxothiazolidin-4-yl)-6-(pent-4-enyl)-tetrahydro-2H-pyran-4-yl) 3-methylhepta-2,6-dienoate is substituted for (R)-4-((1R,4Z,13R,15R)-15-methoxy-5-methyl-3-oxo-2,14-dioxa-bicyclo[11.3.1]heptadeca-4,8-dien-15-yl)-3-(4-methoxybenzyl)thiazolidin-2-one, affords the title compound. The reactants are CN1CCCN(C1=O)C (DMPU), [H-].[Na+] (sodium hydride), IC=1C=C(C=CC1)O (3-iodophenol), COCCOCCl (methoxyethoxymethyl chloride). The solvent is C1CCOC1 (THF), C1CCOC1 (THF). Conditions: temperature 0 celsius. Product: COCCOCOC=1C=C(C=CC1)I (3-(2-methoxy-ethoxymethoxy)-phenyliodide). As a reaction SMILES: [H-].[Na+].[I:3][C:4]1[CH:5]=[C:6]([OH:10])[CH:7]=[CH:8][CH:9]=1.[CH3:11][O:12][CH2:13][CH2:14][O:15][CH2:16]Cl.CN1C(=O)N(C)CCC1>C1COCC1>[CH3:11][O:12][CH2:13][CH2:14][O:15][CH2:16][O:10][C:6]1[CH:5]=[C:4]([I:3])[CH:9]=[CH:8][CH:7]=1 |f:0.1|. Reported procedure: To a suspension of 60% sodium hydride (1.76 g, 44 mmol) in THF (10 mL), cooled to 0° C., is added 3-iodophenol (8.8 g, 40 mmol) and methoxyethoxymethyl chloride (5 mL, 44 mmol) in THF (50 mL). Then DMPU (10 mL) is added, the cooling bath is removed and the reaction is stirred for an hour. The reaction is diluted with ether, washed with water and brine and the organic layer dried over magnesium sulfate. The solvent is removed in vacuo to give the title compound. The reactants are O=C1N(C(CC1)=O)OC(=O)C1=C(N=C(O1)C1=CC=CC=C1)CCSC (4-(2-methylsulfanyl-ethyl)-2-phenyl-oxazole-5-carboxylic acid 2,5-dioxo-pyrrolidin-1-yl ester), N1(CCOCC1)C1=CC=C(C=N1)N (6-morpholin-4-yl-pyridin-3-ylamine). Product: N1(CCOCC1)C1=CC=C(C=N1)NC(=O)C1=C(N=C(O1)C1=CC=CC=C1)CCSC (4-(2-methylsulfanyl-ethyl)-2-phenyl-oxazole-5-carboxylic acid (6-morpholin-4-yl-pyridin-3-yl)-amide). Reaction SMILES: O=C1CCC(=O)N1O[C:9]([C:11]1[O:15][C:14]([C:16]2[CH:21]=[CH:20][CH:19]=[CH:18][CH:17]=2)=[N:13][C:12]=1[CH2:22][CH2:23][S:24][CH3:25])=[O:10].[N:26]1([C:32]2[N:37]=[CH:36][C:35]([NH2:38])=[CH:34][CH:33]=2)[CH2:31][CH2:30][O:29][CH2:28][CH2:27]1>>[N:26]1([C:32]2[N:37]=[CH:36][C:35]([NH:38][C:9]([C:11]3[O:15][C:14]([C:16]4[CH:17]=[CH:18][CH:19]=[CH:20][CH:21]=4)=[N:13][C:12]=3[CH2:22][CH2:23][S:24][CH3:25])=[O:10])=[CH:34][CH:33]=2)[CH2:31][CH2:30][O:29][CH2:28][CH2:27]1. Procedure: With a procedure similar to example 50 above, 4-(2-methylsulfanyl-ethyl)-2-phenyl-oxazole-5-carboxylic acid (6-morpholin-4-yl-pyridin-3-yl)-amide was prepared from 4-(2-methylsulfanyl-ethyl)-2-phenyl-oxazole-5-carboxylic acid 2,5-dioxo-pyrrolidin-1-yl ester and 6-morpholin-4-yl-pyridin-3-ylamine. LCMS calcd for C22H24N4O3S (m/e) 424, obsd 425 (M+H). The reactants are CC(C)C1=CC=C(C=C1)C=1C=C(C=NC1)C(=O)OCC (ethyl 5-[4-(1-methylethyl)phenyl]pyridine-3-carboxylate), [H][H] (hydrogen). The reagents and catalysts are [Pd] (Pd/C). Run in C(C)O (ethanol). The product is CC(C)C1=CC=C(C=C1)C1CC(CNC1)C(=O)OCC (Ethyl 5-[4-(1-methylethyl)phenyl]piperidine-3-carboxylate). RXN SMILES: [CH3:1][CH:2]([C:4]1[CH:9]=[CH:8][C:7]([C:10]2[CH:11]=[C:12]([C:16]([O:18][CH2:19][CH3:20])=[O:17])[CH:13]=[N:14][CH:15]=2)=[CH:6][CH:5]=1)[CH3:3].[H][H]>C(O)C.[Pd]>[CH3:3][CH:2]([C:4]1[CH:5]=[CH:6][C:7]([CH:10]2[CH2:15][NH:14][CH2:13][CH:12]([C:16]([O:18][CH2:19][CH3:20])=[O:17])[CH2:11]2)=[CH:8][CH:9]=1)[CH3:1]. Procedure: 2.4 g (8.9 mmol) of ethyl 5-[4-(1-methylethyl)phenyl]pyridine-3-carboxylate were dissolved in 60 ml of ethanol, 1.33 g Pd/C (10%) were added and the mixture was hydrogenated in an autoclave at 60° C. at a hydrogen pressure of 50 bar overnight. The reaction mixture was filtered through silica gel. The resulting solution was concentrated under reduced pressure. Water was added to the residue and the solution was adjusted to pH 8 using aqueous 1 N sodium hydroxide solution. The mixture was then ext... Reactants: ClC=1C=C(C=CC1)CN1C(=C(C2=CC(=CC=C12)OC)CC(=O)NN)C (1-[(3-chlorophenyl)methyl]-5-methoxy-2-methyl-1H-indole-3-acetic acid hydrazide). The reagents and catalysts are [Ni] (Ni). Solvent: C(C)O (ethanol). The product is ClC=1C=C(C=CC1)CN1C(=C(C2=CC(=CC=C12)OC)CC(=O)N)C (1-[(3-chlorophenyl)methyl]-5-methoxy-2-methyl-1H-indole-3-acetamide). Isolated yield 77.2%. RXN SMILES: [Cl:1][C:2]1[CH:3]=[C:4]([CH2:8][N:9]2[C:17]3[C:12](=[CH:13][C:14]([O:18][CH3:19])=[CH:15][CH:16]=3)[C:11]([CH2:20][C:21]([NH:23]N)=[O:22])=[C:10]2[CH3:25])[CH:5]=[CH:6][CH:7]=1>C(O)C.[Ni]>[Cl:1][C:2]1[CH:3]=[C:4]([CH2:8][N:9]2[C:17]3[C:12](=[CH:13][C:14]([O:18][CH3:19])=[CH:15][CH:16]=3)[C:11]([CH2:20][C:21]([NH2:23])=[O:22])=[C:10]2[CH3:25])[CH:5]=[CH:6][CH:7]=1. Reported procedure: A mixture of 675 mg (1.9 mmol) of 1-[(3-chlorophenyl)methyl]-5-methoxy-2-methyl-1H-indole-3-acetic acid hydrazide and 500 mg of Raney Ni in 25 mL of ethanol was heated to maintain reflux for 3.5 hours and cooled to room temperature. The ethanol was decanted and the Raney Ni washed twice with methylene chloride. The combined solvents were filtered, concentrated at reduced pressure and the residue chromatographed on silica gel (eluted with EtOAc) to give 503 mg (77% yield) of 1-[(3-chlorophenyl)me... Reactants: CCOC(=O)c1cnc2c(N)cccc2c1, COC=C1C(=O)OC(C)(C)OC1=O, CCO. Product: CCOC(=O)c1cnc2c(N=C3C(=O)OC(C)(C)OC3=O)cccc2c1. As a reaction SMILES: [CH2:1]([CH3:2])[O:3][C:4](=[O:5])[c:6]1[cH:7][n:8][c:9]2[c:10]([NH2:16])[cH:11][cH:12][cH:13][c:14]2[cH:15]1.[CH3:17][C:18]1([CH3:29])[O:19][C:20](=[O:28])[C:21](=[CH:25][O:26][CH3:27])[C:22](=[O:24])[O:23]1.[CH3:30][CH2:31][OH:32]>>[CH2:1]([CH3:2])[O:3][C:4](=[O:5])[c:6]1[cH:7][n:8][c:9]2[c:10]([N:16]=[C:21]3[C:20](=[O:28])[O:19][C:18]([CH3:17])([CH3:29])[O:23][C:22]3=[O:24])[cH:11][cH:12][cH:13][c:14]2[cH:15]1. Starting materials: CC(C)CCON=O, Cc1cccc(-c2ccccc2)c1N, CC#N, Cl[Cu]Cl, Cl. Yields the product Cc1cccc(-c2ccccc2)c1Cl. As a reaction SMILES: [CH3:15][CH:16]([CH2:17][CH2:18][O:19][N:20]=[O:21])[CH3:22].[CH3:1][c:2]1[c:3]([NH2:14])[c:4](-[c:8]2[cH:9][cH:10][cH:11][cH:12][cH:13]2)[cH:5][cH:6][cH:7]1.[CH3:24][C:25]#[N:26].[Cl:27][Cu:28][Cl:29].[ClH:23]>>[CH3:1][c:2]1[c:3]([Cl:23])[c:4](-[c:8]2[cH:9][cH:10][cH:11][cH:12][cH:13]2)[cH:5][cH:6][cH:7]1. Starting materials: FC=1C=CC(=C(C1)C(CC1(OC1)C(F)(F)F)(C)C)OC (racemic 2-{2-[5-fluoro-2-(methyloxy)phenyl]-2-methylpropyl}-2-(trifluoromethyl)oxirane), NC1=C2C=NN(C2=CC=C1)C=1C=C(C(=O)OC)C=CC1 (methyl 3-(4-amino-1H-indazol-1-yl)benzoate), NC1=C2C=NN(C2=CC=C1)C=1C=C(C(=O)OC)C=CC1 (methyl 3-(4-amino-1H-indazol-1-yl)benzoate), crude product. The solvent is CS(=O)C.CO (DMSO MeOH). Reaction conditions: temperature 170 celsius. Yields the product FC=1C=CC(=C(C1)C(CC(CNC1=C2C=NN(C2=CC=C1)C=1C=C(C(=O)OC)C=CC1)(C(F)(F)F)O)(C)C)OC (Methyl 3-(4-{[4-[5-fluoro-2-(methyloxy)phenyl]-2-hydroxy-4-methyl-2-(trifluoro methyl)pentyl]amino}-1H-indazol-1-yl)benzoate). The yield is 24.9%. Reaction SMILES: [F:1][C:2]1[CH:3]=[CH:4][C:5]([O:19][CH3:20])=[C:6]([C:8]([CH3:18])([CH3:17])[CH2:9][C:10]2([C:13]([F:16])([F:15])[F:14])[CH2:12][O:11]2)[CH:7]=1.[NH2:21][C:22]1[CH:30]=[CH:29][CH:28]=[C:27]2[C:23]=1[CH:24]=[N:25][N:26]2[C:31]1[CH:32]=[C:33]([CH:38]=[CH:39][CH:40]=1)[C:34]([O:36][CH3:37])=[O:35]>CS(C)=O.CO>[F:1][C:2]1[CH:3]=[CH:4][C:5]([O:19][CH3:20])=[C:6]([C:8]([CH3:18])([CH3:17])[CH2:9][C:10]([OH:11])([C:13]([F:16])([F:15])[F:14])[CH2:12][NH:21][C:22]2[CH:30]=[CH:29][CH:28]=[C:27]3[C:23]=2[CH:24]=[N:25][N:26]3[C:31]2[CH:32]=[C:33]([CH:38]=[CH:39][CH:40]=2)[C:34]([O:36][CH3:37])=[O:35])[CH:7]=1 |f:2.3|. Procedure details: A mixture of racemic 2-{2-[5-fluoro-2-(methyloxy)phenyl]-2-methylpropyl}-2-(trifluoromethyl)oxirane (which may be prepared according to WO 04/063163, 35 mg, 0.12 mmol) and methyl 3-(4-amino-1H-indazol-1-yl)benzoate (Intermediate 9) (32.7 mg, 0.12 mmol) was heated by microwave (250 W) at 170° C. for 45 minutes. The crude product was cooled, dissolved in DMSO/MeOH and purified by mass-directed autopreparation. The appropriate fractions were evaporated, dissolved in DCM, washed with aqueous sodium ...